From a dataset of the Open Reaction Database (ORD), a public repository of structured organic reaction records. describe an organic reaction: reactants, conditions, products, and yield The reactants are CC=1C=C(C=C(O)C1)O (5-methylresorcinol), O1CCOCC1 (dioxane), C(C1=CC=CC=C1)=O (benzaldehyde). Reagents/catalysts: P(=O)(Cl)(Cl)Cl (phosphorus oxychloride). The solvent is O (water). Yields the product CC=1C=C(C(=C(O)C1)C1=CC=CC=C1C=O)O (5-Methylresorcinol-benzaldehyde). RXN SMILES: [CH3:1][C:2]1[CH:3]=[C:4]([OH:9])[CH:5]=[C:6]([CH:8]=1)[OH:7].O1CCOCC1.[CH:16](=[O:23])[C:17]1[CH:22]=[CH:21][CH:20]=[CH:19][CH:18]=1>P(Cl)(Cl)(Cl)=O.O>[CH3:1][C:2]1[CH:3]=[C:4]([OH:9])[C:5]([C:18]2[C:17]([CH:16]=[O:23])=[CH:22][CH:21]=[CH:20][CH:19]=2)=[C:6]([CH:8]=1)[OH:7]. Reported procedure: To a solution of 621 g. of 5-methylresorcinol in 1 l. of dioxane were added 530 g. of benzaldehyde and 30 g. of phosphorus oxychloride as a catalyst. The resulting mixture was reacted at room temperature for 24 hours and then poured into 5 l. of a cold water. There was obtained a pale brown powdery resin. Reactants: S1CNC(C1)C(=O)OC (methyl thiazolidine-4-carboxylate), P(OCC)(SCCC)(N=C=O)=O (O-ethyl S-propyl phosphoroisocyanatidothioate). Run in CCOCC (ether). Product: C(C)OP(=O)(SCCC)NC(=O)N1CSCC1C(=O)OC (Methyl 3-(((Ethoxy(propylthio)phosphinyl)amino)carbonyl)-4-thiazolidinecarboxylat). As a reaction SMILES: [S:1]1[CH2:5][CH:4]([C:6]([O:8][CH3:9])=[O:7])[NH:3][CH2:2]1.[P:10](=[O:21])([N:18]=[C:19]=[O:20])([S:14][CH2:15][CH2:16][CH3:17])[O:11][CH2:12][CH3:13]>CCOCC>[CH2:12]([O:11][P:10]([NH:18][C:19]([N:3]1[CH:4]([C:6]([O:8][CH3:9])=[O:7])[CH2:5][S:1][CH2:2]1)=[O:20])([S:14][CH2:15][CH2:16][CH3:17])=[O:21])[CH3:13]. Procedure: To a solution of 2.2 g of methyl thiazolidine-4-carboxylate in 50 ml of ether was added dropwise with stirring at ambient temperature 3.14 g of O-ethyl S-propyl phosphoroisocyanatidothioate. The mixture was allowed to react overnight at ambient temperature and was then concentrated by evaporation under reduced pressure to obtain 5.2 (97 percent of theory) of the title compound as a colorless oil having a refractive index at 25° C. of 1.5312. Starting materials: Cl.ClC=1C=C(C=CC1)N1N=C(C=C1CN)C(F)(F)F ((1-(3-chlorophenyl)-3-(trifluoromethyl)-1H-pyrazol-5-yl)methanamine hydrochloride), TEA, OCC(CO)C1=C(C=C(C=C1)NC(OC1=CC=CC=C1)=O)F (phenyl 4-(1,3-dihydroxypropan-2-yl)-3-fluorophenylcarbamate). The solvent is O (water), CN(C)C=O (DMF). Reaction conditions: time 16 hour. Product: ClC=1C=C(C=CC1)N1N=C(C=C1CNC(=O)NC1=CC(=C(C=C1)C(CO)CO)F)C(F)(F)F (1-((1-(3-chlorophenyl)-3-(trifluoromethyl)-1H-pyrazol-5-yl)methyl)-3-(4-(1,3-dihydroxypropan-2-yl)-3-fluorophenyl)urea). Yield: 35.7%. Reaction SMILES: Cl.[Cl:2][C:3]1[CH:4]=[C:5]([N:9]2[C:13]([CH2:14][NH2:15])=[CH:12][C:11]([C:16]([F:19])([F:18])[F:17])=[N:10]2)[CH:6]=[CH:7][CH:8]=1.[OH:20][CH2:21][CH:22]([C:25]1[CH:30]=[CH:29][C:28]([NH:31][C:32](=O)[O:33]C2C=CC=CC=2)=[CH:27][C:26]=1[F:41])[CH2:23][OH:24]>CN(C=O)C.O>[Cl:2][C:3]1[CH:4]=[C:5]([N:9]2[C:13]([CH2:14][NH:15][C:32]([NH:31][C:28]3[CH:29]=[CH:30][C:25]([CH:22]([CH2:21][OH:20])[CH2:23][OH:24])=[C:26]([F:41])[CH:27]=3)=[O:33])=[CH:12][C:11]([C:16]([F:17])([F:18])[F:19])=[N:10]2)[CH:6]=[CH:7][CH:8]=1 |f:0.1|. Reported procedure: To a stirred solution of (1-(3-chlorophenyl)-3-(trifluoromethyl)-1H-pyrazol-5-yl)methanamine hydrochloride (153 mg, 0.4918 mmol, 1.0 eq) in DMF (5 mL) was added TEA (0.205 mL, 1.4754 mmol, 3.0 eq) followed by phenyl 4-(1,3-dihydroxypropan-2-yl)-3-fluorophenylcarbamate (150 mg, 0.4918 mmol, 1.0 eq) at RT and the mixture stirred for 16 h. The reaction mixture was diluted with water (10 mL) and extracted with ethyl acetate (15 mL). The organic layer was washed with water (10 mL) and brine (5 mL), d... Reactants: CNCCCCN1C(CCCC1C1=NC=C(C=C1C)C)C1=NC=C(C=C1C)C (methyl-[4-(3,5,3″,5″-tetramethyl-3′,4′,5′,6′-tetrahydro-2′H-[2,2′;6′,2″]terpyridin-1′-yl)-butyl]-amine), Br (HBr). Run in CO (MeOH), CO (MeOH). Yields the product Br.CNCCCCN1C(CCCC1C1=NC=C(C=C1C)C)C1=NC=C(C=C1C)C (Methyl-[4-(3,5,3″,5″-tetramethyl-3′,4′,5′,6′-tetrahydro-2′H-[2,2′;6′,2″]terpyridin-1′-yl)-butyl]-amine HBr salt). As a reaction SMILES: [CH3:1][NH:2][CH2:3][CH2:4][CH2:5][CH2:6][N:7]1[CH:12]([C:13]2[C:18]([CH3:19])=[CH:17][C:16]([CH3:20])=[CH:15][N:14]=2)[CH2:11][CH2:10][CH2:9][CH:8]1[C:21]1[C:26]([CH3:27])=[CH:25][C:24]([CH3:28])=[CH:23][N:22]=1.[BrH:29]>CO>[BrH:29].[CH3:1][NH:2][CH2:3][CH2:4][CH2:5][CH2:6][N:7]1[CH:12]([C:13]2[C:18]([CH3:19])=[CH:17][C:16]([CH3:20])=[CH:15][N:14]=2)[CH2:11][CH2:10][CH2:9][CH:8]1[C:21]1[C:26]([CH3:27])=[CH:25][C:24]([CH3:28])=[CH:23][N:22]=1 |f:3.4|. Reported procedure: To a solution of methyl-[4-(3,5,3″,5″-tetramethyl-3′,4′,5′,6′-tetrahydro-2′H-[2,2′;6′,2″]terpyridin-1′-yl)-butyl]-amine (168 mg, 0.440 mmol) in MeOH (1 mL) was added a saturated solution of HBr in MeOH (1 mL) according to General Procedure B. COMPOUND 81 was collected as a white solid (240 mg, 82%). 1H NMR (D2O) δ 1.19-1.31 (m, 4H), 1.46-1.56 (m, 2H), 1.65-1.70 (m, 1H), 1.90-1.95 (m, 1H), 2.11 (d, 2H, J=13.0 Hz), 2.22-2.27 (m, 2H), 2.50 (s, 6H), 2.55 (s, 6H), 2.57 (s, 3H), 2.75-2.81 (m, 2H), 4.5... Product: C(C1=CC=CC=C1)NCCC(=O)OCC (Ethyl 3-(benzylamino)propionate). Reactants: C(C=C)(=O)OCC (ethyl acrylate), C(C1=CC=CC=C1)N (benzylamine). Reaction SMILES: [C:1]([O:5][CH2:6][CH3:7])(=[O:4])[CH:2]=[CH2:3].[CH2:8]([NH2:15])[C:9]1[CH:14]=[CH:13][CH:12]=[CH:11][CH:10]=1>>[CH2:8]([NH:15][CH2:3][CH2:2][C:1]([O:5][CH2:6][CH3:7])=[O:4])[C:9]1[CH:14]=[CH:13][CH:12]=[CH:11][CH:10]=1. Procedure: The title compound is prepared according to the method of Klioze and Ehrgott (U.S. Pat. No. 4,216,218) from ethyl acrylate and benzylamine. Starting materials: [BH3-]C#N, O=C([O-])O, CC(C)CCCC(C)C1CCC2C3CCC4CC(=O)CCC4(C)C3CCC12C, CS(=O)(=O)O, CO, CCOC(C)=O, CS(=O)(=O)OC1CNC1, [Na+], [Na+], O. Product: CC(C)CCCC(C)C1CCC2C3CCC4CC(N5CC(OS(C)(=O)=O)C5)CCC4(C)C3CCC12C. As a reaction SMILES: [C:43]([BH3-:44])#[N:45].[C:47](=[O:48])([OH:49])[O-:50].[CH3:15][CH:16]([CH3:17])[CH2:18][CH2:19][CH2:20][CH:21]([CH3:22])[CH:23]1[CH2:24][CH2:25][CH:26]2[CH:27]3[CH2:28][CH2:29][CH:30]4[CH2:31][C:32](=[O:42])[CH2:33][CH2:34][C:35]4([CH3:36])[CH:37]3[CH2:38][CH2:39][C:40]12[CH3:41].[CH3:1][S:2]([OH:3])(=[O:4])=[O:5].[CH3:52][OH:53].[CH3:54][CH2:55][O:56][C:57](=[O:58])[CH3:59].[CH3:6][S:7](=[O:8])(=[O:9])[O:10][CH:11]1[CH2:12][NH:13][CH2:14]1.[Na+:46].[Na+:51].[OH2:60]>>[CH3:6][S:7](=[O:8])(=[O:9])[O:10][CH:11]1[CH2:12][N:13]([CH:32]2[CH2:31][CH:30]3[CH2:29][CH2:28][CH:27]4[CH:26]5[CH2:25][CH2:24][CH:23]([CH:21]([CH2:20][CH2:19][CH2:18][CH:16]([CH3:15])[CH3:17])[CH3:22])[C:40]5([CH3:41])[CH2:39][CH2:38][CH:37]4[C:35]3([CH3:36])[CH2:34][CH2:33]2)[CH2:14]1.